Dataset: the Open Reaction Database (ORD), a public repository of structured organic reaction records. Task: describe an organic reaction: reactants, conditions, products, and yield The reactants are BrC1=C2C3(C(N(C2=CC=C1)CC1=NC=CC=C1)=O)C1=C(OC3)C=C3OCCC3=C1 (4′-bromo-1′-(pyridin-2-ylmethyl)-5,6-dihydrospiro[benzo[1,2-b:5,4-b′]difuran-3,3′-indol]-2′(1′H)-one), CN(C1=CC=C(C=N1)B(O)O)C ([6-(dimethylamino)pyridin-3-yl]boronic acid), BrC1=C2C3(C(N(C2=CC=C1)CCCCC)=O)COC=1C3=CC3=C(OCO3)C1 (4′-bromo-1′-pentylspiro[furo[2,3-f][1,3]benzodioxole-7,3′-indol]-2′(1′H)-one), N1=CN=CC(=C1)B(O)O (pyrimidin-5-ylboronic acid). Yields the product N1=C(C=CC=C1)CN1C(C2(C3=C(C=CC=C13)C=1C=NC=NC1)C1=C(OC2)C=C2OCCC2=C1)=O (1′-(pyridin-2-ylmethyl)-4′-pyrimidin-5-yl-5,6-dihydrospiro[benzo[1,2-b:5,4-b′]difuran-3,3′-indol]-2′(1′H)-one). Reaction SMILES: Br[C:2]1[CH:10]=[CH:9][CH:8]=[C:7]2[C:3]=1[C:4]1([CH2:22][O:21][C:20]3[CH:23]=[C:24]4[C:28](=[CH:29][C:19]1=3)[CH2:27][CH2:26][O:25]4)[C:5](=[O:18])[N:6]2[CH2:11][C:12]1[CH:17]=[CH:16][CH:15]=[CH:14][N:13]=1.BrC1C=CC=C2C=1C1(C3=CC4OCOC=4C=C3OC1)C(=O)N2CCCCC.[N:57]1[CH:62]=[C:61](B(O)O)[CH:60]=[N:59][CH:58]=1.CN(C)C1N=CC(B(O)O)=CC=1>>[N:13]1[CH:14]=[CH:15][CH:16]=[CH:17][C:12]=1[CH2:11][N:6]1[C:7]2[C:3](=[C:2]([C:61]3[CH:62]=[N:57][CH:58]=[N:59][CH:60]=3)[CH:10]=[CH:9][CH:8]=2)[C:4]2([CH2:22][O:21][C:20]3[CH:23]=[C:24]4[C:28](=[CH:29][C:19]2=3)[CH2:27][CH2:26][O:25]4)[C:5]1=[O:18]. Procedure details: Following the procedure as described in EXAMPLE 4, and making non-critical variations using 4′-bromo-1′-(pyridin-2-ylmethyl)-5,6-dihydrospiro[benzo[1,2-b:5,4-b′]difuran-3,3′-indol]-2′(1′H)-one to replace 4′-bromo-1′-pentylspiro[furo[2,3-f][1,3]benzodioxole-7,3′-indol]-2′(1′H)-one, and pyrimidin-5-ylboronic acid to replace [6-(dimethylamino)pyridin-3-yl]boronic acid, the title compound was obtained (16%) as a colorless solid: mp >200° C.; 1H NMR (300 MHz, CDCl3) δ 9.09 (s, 1H), 8.59 (d, 1H), 8.14... Starting materials: O=C([O-])[O-], Clc1cccc(Cl)c1CBr, [K+], [K+], CN(C)C=O, O=Cc1ccc(O)cc1. Yields the product O=Cc1ccc(OCc2c(Cl)cccc2Cl)cc1. RXN SMILES: [C:20](=[O:21])([O-:22])[O-:23].[Cl:10][c:11]1[c:12]([CH2:13][Br:14])[c:15]([Cl:19])[cH:16][cH:17][cH:18]1.[K+:24].[K+:25].[O:26]=[CH:27][N:28]([CH3:29])[CH3:30].[OH:1][c:2]1[cH:3][cH:4][c:5]([CH:6]=[O:7])[cH:8][cH:9]1>>[O:1]([c:2]1[cH:3][cH:4][c:5]([CH:6]=[O:7])[cH:8][cH:9]1)[CH2:13][c:12]1[c:11]([Cl:10])[cH:18][cH:17][cH:16][c:15]1[Cl:19]. Reactants: ice water, ClC1=C(C=CC=C1Cl)OC (2,3-dichloroanisole), BrCCCCCC(=O)Cl (6-bromohexanoyl chloride), Cl (hydrochloric acid), [Cl-].[Al+3].[Cl-].[Cl-] (aluminum chloride). Run in C(Cl)Cl (methylene chloride). Conditions: temperature 5 celsius, time 18 hour. Yields the product ClC1=C(C=CC(=C1Cl)C(CCCCCBr)=O)OC (2,3-dichloro-4-(6-bromohexanoyl)-anisole). RXN SMILES: [Cl:1][C:2]1[C:7]([Cl:8])=[CH:6][CH:5]=[CH:4][C:3]=1[O:9][CH3:10].[Br:11][CH2:12][CH2:13][CH2:14][CH2:15][CH2:16][C:17](Cl)=[O:18].[Cl-].[Al+3].[Cl-].[Cl-].Cl>C(Cl)Cl>[Cl:1][C:2]1[C:7]([Cl:8])=[C:6]([C:17](=[O:18])[CH2:16][CH2:15][CH2:14][CH2:13][CH2:12][Br:11])[CH:5]=[CH:4][C:3]=1[O:9][CH3:10] |f:2.3.4.5|. Procedure details: A stirred mixture of 2,3-dichloroanisole (89 g., 0.50 mole) and 6-bromohexanoyl chloride (120 g., 0.59 mole) is methylene chloride (500 ml.) is cooled to 5° C. and treated with aluminum chloride (74 g., 0.56 mole) in portions during a one-half hour period. The reaction mixture is kept at 25° C. for 18 hours, then poured into ice water (1 liter) containing hydrochloric acid (100 ml.). The organic phase is separated, washed with water, 2% sodium hydroxide, and dilute hydrochloric acid. The methyle... The reactants are ClCCl, COC(=O)c1cnc(N)cn1, CN(C)C=O, CS(=O)(=O)c1ccc(C(CC2CCCC2)C(=O)O)cc1Cl, O=C(Cl)C(=O)Cl, c1ccncc1. Product: COC(=O)c1cnc(NC(=O)C(CC2CCCC2)c2ccc(S(C)(=O)=O)c(Cl)c2)cn1. Reaction SMILES: [CH2:45]([Cl:46])[Cl:47].[CH3:28][O:29][C:30](=[O:31])[c:32]1[n:33][cH:34][c:35]([NH2:38])[n:36][cH:37]1.[CH3:48][N:49]([CH3:50])[CH:51]=[O:52].[Cl:1][c:2]1[cH:3][c:4]([CH:12]([C:13](=[O:14])[OH:15])[CH2:16][CH:17]2[CH2:18][CH2:19][CH2:20][CH2:21]2)[cH:5][cH:6][c:7]1[S:8](=[O:9])(=[O:10])[CH3:11].[Cl:22][C:23]([C:24]([Cl:25])=[O:26])=[O:27].[cH:39]1[cH:40][cH:41][n:42][cH:43][cH:44]1>>[Cl:1][c:2]1[cH:3][c:4]([CH:12]([C:13](=[O:15])[NH:38][c:35]2[cH:34][n:33][c:32]([C:30]([O:29][CH3:28])=[O:31])[cH:37][n:36]2)[CH2:16][CH:17]2[CH2:18][CH2:19][CH2:20][CH2:21]2)[cH:5][cH:6][c:7]1[S:8](=[O:9])(=[O:10])[CH3:11]. Starting materials: CC1CCCN1c1ccccc1NC(=S)NC(=O)c1ccccc1, [Na+], [OH-], O. The product is CC1CCCN1c1ccccc1NC(N)=S. Reaction SMILES: [C:1](=[O:2])([c:3]1[cH:4][cH:5][cH:6][cH:7][cH:8]1)[NH:9][C:10](=[S:11])[NH:12][c:13]1[c:14]([N:19]2[CH:20]([CH3:24])[CH2:21][CH2:22][CH2:23]2)[cH:15][cH:16][cH:17][cH:18]1.[Na+:26].[OH-:25].[OH2:27]>>[NH2:9][C:10](=[S:11])[NH:12][c:13]1[c:14]([N:19]2[CH:20]([CH3:24])[CH2:21][CH2:22][CH2:23]2)[cH:15][cH:16][cH:17][cH:18]1. The reactants are ClCCl, COCCN1CC(c2cccc(F)c2F)CCC(NC(=O)OC(C)(C)C)C1=O, O=C(O)C(F)(F)F. Product: COCCN1CC(c2cccc(F)c2F)CCC(N)C1=O. Reaction SMILES: [Cl:36][CH2:37][Cl:38].[F:8][c:9]1[c:10]([CH:16]2[CH2:17][CH2:18][CH:19]([NH:28][C:29](=[O:30])[O:31][C:32]([CH3:33])([CH3:34])[CH3:35])[C:20](=[O:27])[N:21]([CH2:23][CH2:24][O:25][CH3:26])[CH2:22]2)[cH:11][cH:12][cH:13][c:14]1[F:15].[OH:1][C:2]([C:3]([F:4])([F:5])[F:6])=[O:7]>>[F:8][c:9]1[c:10]([CH:16]2[CH2:17][CH2:18][CH:19]([NH2:28])[C:20](=[O:27])[N:21]([CH2:23][CH2:24][O:25][CH3:26])[CH2:22]2)[cH:11][cH:12][cH:13][c:14]1[F:15].